This data is from the Open Reaction Database (ORD), a public repository of structured organic reaction records. The task is: describe an organic reaction: reactants, conditions, products, and yield The reactants are C(C)OC([C@H](C(CC(C(C)C)CCC1=CSC=C1)=O)O)=O ((S)-hydroxy-6-methyl-3-oxo-5-(2-thiophen-3-yl-ethyl)-heptanoic acid ethyl ester), [OH-].[Na+] (NaOH). The solvent is C1CCOC1 (THF). The product is OC1=CC(O[C@](C1)(CCC1=CSC=C1)C(C)C)=O ((S)-4-Hydroxy-6-isopropyl-6-(2-thiophen-3-yl-ethyl)-5,6-dihydro-pyran-2-one). RXN SMILES: C([O:3][C:4](=[O:21])[C@@H:5](O)[C:6](=[O:19])[CH2:7][CH:8]([CH2:12][CH2:13][C:14]1[CH:18]=[CH:17][S:16][CH:15]=1)[CH:9]([CH3:11])[CH3:10])C.[OH-].[Na+]>C1COCC1>[OH:19][C:6]1[CH2:7][C@:8]([CH:9]([CH3:11])[CH3:10])([CH2:12][CH2:13][C:14]2[CH:18]=[CH:17][S:16][CH:15]=2)[O:3][C:4](=[O:21])[CH:5]=1 |f:1.2|. Procedure: The title compound was prepared as described in General Method 8 using (S)-hydroxy-6-methyl-3-oxo-5-(2-thiophen-3-yl-ethyl)-heptanoic acid ethyl ester (6.4 mmol), 0.1N NaOH (400 mL), and THF (40 mL). The product was triturated from Et2O, mp 117-123° C. The reactants are COc2cccc(c1ccc(C)cc1)c2 (substrate), Cn2cnc1ccccc12 (effective_coupling_partner). Reagents/catalysts: CDC. Conditions: temperature 90 celsius, time 16 hour. Yields the product Cc4ccc(c3cccc(c2nc1ccccc1n2C)c3)cc4. Reactants: [Al+3], CC(C)(C)OC(=O)N1CCC(C[N+](=O)[O-])(SCc2ccccc2)CC1, CCOCC, CCOC(C)=O, [H-], [H-], [H-], [H-], [Li+], C1CCOC1, O. The product is CC(C)(C)OC(=O)N1CCC(CN)(SCc2ccccc2)CC1. As a reaction SMILES: [Al+3:2].[CH2:7]([c:8]1[cH:9][cH:10][cH:11][cH:12][cH:13]1)[S:14][C:15]1([CH2:28][N+:29]([O-:30])=[O:31])[CH2:16][CH2:17][N:18]([C:21](=[O:22])[O:23][C:24]([CH3:25])([CH3:26])[CH3:27])[CH2:19][CH2:20]1.[CH3:33][CH2:34][O:35][CH2:36][CH3:37].[CH3:43][CH2:44][O:45][C:46](=[O:47])[CH3:48].[H-:1].[H-:4].[H-:5].[H-:6].[Li+:3].[O:38]1[CH2:39][CH2:40][CH2:41][CH2:42]1.[OH2:32]>>[CH2:7]([c:8]1[cH:9][cH:10][cH:11][cH:12][cH:13]1)[S:14][C:15]1([CH2:28][NH2:29])[CH2:16][CH2:17][N:18]([C:21](=[O:22])[O:23][C:24]([CH3:25])([CH3:26])[CH3:27])[CH2:19][CH2:20]1. Yields the product S1C(=CC=C1)SC=1SC=CC1 (di(2-thienyl) sulphide). The reactants are ClC=1SC=CC1 (2-chlorothiophene), S (hydrogen sulphide), S (hydrogen sulphide), ClC=1SC=CC1 (2-chlorothiophene). Reported procedure: Through a 570-mm long silica tube, 26 mm in diameter, heated to a temperature of 560° C, for 90 minutes are passed 40.0 g (0.34 mole) of 2-chlorothiophene and hydrogen sulphide at a rate of 5.2 litres per hour. The molar ratio of 2-chlorothiophene to hydrogen sulphide is 1:1. The condensate is distilled to give 16 g (48.2 percent by weight) of di(2-thienyl) sulphide boiling at 133°-140° C (5 mm Hg), nD20 = 1.6603, and 6.5 g of the starting 2-chlorothiophene (conversion 84 percent by weight). RXN SMILES: Cl[C:2]1[S:3][CH:4]=[CH:5][CH:6]=1.[SH2:7]>>[S:3]1[CH:4]=[CH:5][CH:6]=[C:2]1[S:7][C:2]1[S:3][CH:4]=[CH:5][CH:6]=1. Conditions: temperature 560 celsius. Reactants: C(C)OC(CN)OCC (aminoacetaldehyde diethyl acetal), O1CCC(CC1)=O (tetrahydro-4H-pyran-4-one), C(C)(=O)O[BH-](OC(C)=O)OC(C)=O.[Na+] (Sodium triacetoxyborohydride), C([O-])(O)=O.[Na+] (sodium bicarbonate). The solvent is ClCCl (dichloromethane), O (Water). Reaction conditions: time 18 hour. The product is C(C)OC(CNC1CCOCC1)OCC (N-(2,2-Diethoxyethyl)tetrahydro-2H-pyran-4-amine). RXN SMILES: C(O[BH-](OC(=O)C)OC(=O)C)(=O)C.[Na+].[CH2:15]([O:17][CH:18]([O:21][CH2:22][CH3:23])[CH2:19][NH2:20])[CH3:16].[O:24]1[CH2:29][CH2:28][C:27](=O)[CH2:26][CH2:25]1.C(=O)(O)[O-].[Na+]>ClCCl.O>[CH2:15]([O:17][CH:18]([O:21][CH2:22][CH3:23])[CH2:19][NH:20][CH:27]1[CH2:28][CH2:29][O:24][CH2:25][CH2:26]1)[CH3:16] |f:0.1,4.5|. Procedure details: Sodium triacetoxyborohydride (10.6 g) was added to a cooled (0° C.) solution of aminoacetaldehyde diethyl acetal (5.8 mL) and tetrahydro-4H-pyran-4-one (3.7 mL) in dichloromethane (100 mL). The reaction was stirred for 18 h, allowing the temperature to warm to ambient conditions. Water (100 mL) was added, followed by portionwise addition of sodium bicarbonate (16.8 g), causing effervescence. The mixture was stirred vigorously for 1 h, and then allowed to partition. The phases were then separated... Starting materials: C1CCNCC1, COC(=O)CC#N, CC(C)OC(C)C, Cn1c(C(F)(F)F)cc(=O)n(-c2ccc(Cl)c(C=O)c2)c1=O, C1CCOC1. The product is COC(=O)C(C#N)=Cc1cc(-n2c(=O)cc(C(F)(F)F)n(C)c2=O)ccc1Cl. As a reaction SMILES: [CH2:8]1[CH2:9][CH2:10][NH:11][CH2:12][CH2:13]1.[CH3:1][O:2][C:3](=[O:4])[CH2:5][C:6]#[N:7].[CH:36]([O:37][CH:38]([CH3:39])[CH3:40])([CH3:41])[CH3:42].[Cl:14][c:15]1[c:16]([CH:34]=[O:35])[cH:17][c:18](-[n:21]2[c:22](=[O:33])[n:23]([CH3:32])[c:24]([C:28]([F:29])([F:30])[F:31])[cH:25][c:26]2=[O:27])[cH:19][cH:20]1.[O:43]1[CH2:44][CH2:45][CH2:46][CH2:47]1>>[CH3:1][O:2][C:3](=[O:4])[C:5]([C:6]#[N:7])=[CH:34][c:16]1[c:15]([Cl:14])[cH:20][cH:19][c:18](-[n:21]2[c:22](=[O:33])[n:23]([CH3:32])[c:24]([C:28]([F:29])([F:30])[F:31])[cH:25][c:26]2=[O:27])[cH:17]1. Reaction SMILES: [F:1][C:2]1[C:14]([F:15])=[C:13]([F:16])[CH:12]=[CH:11][C:3]=1[NH:4][CH:5]([CH3:10])[C:6]([O:8]C)=[O:7].FC1C(F)=C(F)C=CC=1N[C@H](C)C(OC)=O>P([O-])([O-])([O-])=O>[F:1][C:2]1[C:14]([F:15])=[C:13]([F:16])[CH:12]=[CH:11][C:3]=1[NH:4][C@@H:5]([CH3:10])[C:6]([OH:8])=[O:7]. Product: FC1=C(N[C@H](C(=O)O)C)C=CC(=C1F)F ((2S)-2-(2,3,4-Trifluoroanilino)propionic acid). The yield is 47.9%. Solvent: P(=O)([O-])([O-])[O-] (phosphate). Reaction conditions: temperature 30 celsius, time 48 hour. Procedure details: Microbial cells (IFO-1575; Zygoascus hellenicus) were cultured in an MY medium (pH 6.0; 50 ml) at 30° C. for 48 hours. Methyl 2-(2,3,4-trifluoroanilino)propionate (1.0 g) was suspended in a 0.1 M phosphate buffer solution (pH 6.5; 90 ml). Then the above-described liquid culture (10 ml) was added thereto and gently stirred. The mixture was stirred for additional 16 hours while maintaining at 30° C. Then it was treated as in Example 43 to thereby give methyl (2R)-2-(2,3,4-trifluoroanilino)propiona... Starting materials: FC1=C(NC(C(=O)OC)C)C=CC(=C1F)F (Methyl 2-(2,3,4-trifluoroanilino)propionate), FC1=C(N[C@@H](C(=O)OC)C)C=CC(=C1F)F (methyl (2R)-2-(2,3,4-trifluoroanilino)propionate). Reactants: O=C([O-])O, ONCc1ccccc1, C1CCOC1, O=Cc1ccccc1, Cl, [Na+], [O-]P(OCc1ccccc1)OCc1ccccc1. The product is O=P(OCc1ccccc1)(OCc1ccccc1)C(c1ccccc1)N(O)Cc1ccccc1. Reaction SMILES: [C:37](=[O:38])([OH:39])[O-:40].[CH2:2]([c:3]1[cH:4][cH:5][cH:6][cH:7][cH:8]1)[NH:9][OH:10].[CH2:42]1[O:43][CH2:44][CH2:45][CH2:46]1.[CH:11](=[O:12])[c:13]1[cH:14][cH:15][cH:16][cH:17][cH:18]1.[ClH:1].[Na+:41].[P:19]([O:20][CH2:21][c:22]1[cH:23][cH:24][cH:25][cH:26][cH:27]1)([O:28][CH2:29][c:30]1[cH:31][cH:32][cH:33][cH:34][cH:35]1)[O-:36]>>[CH2:2]([c:3]1[cH:4][cH:5][cH:6][cH:7][cH:8]1)[N:9]([OH:10])[CH:11]([c:13]1[cH:14][cH:15][cH:16][cH:17][cH:18]1)[P:19]([O:20][CH2:21][c:22]1[cH:23][cH:24][cH:25][cH:26][cH:27]1)([O:28][CH2:29][c:30]1[cH:31][cH:32][cH:33][cH:34][cH:35]1)=[O:36]. The reactants are CN(C(=O)C1=CC2=C(N=C(N=C2)Cl)N1C1CCCC1)C (2-Chloro-7-cyclopentyl-7H-pyrrolo[2,3-d]pyrimidine-6-carboxylic acid dimethylamide), C(C)(C)(C)OC(=O)N1[C@H]2CN([C@@H](C1)C2)C(=O)C=2C=NC(=CC2)N (5-(6-Amino-pyridine-3-carbonyl)-(R,R)-2,5-diaza-bicyclo[2.2.1]heptane-2-carboxylic acid tert-butyl ester). Product: C(C)(C)(C)OC(=O)N1[C@H]2CN([C@@H](C1)C2)C(=O)C=2C=NC(=CC2)NC=2N=CC1=C(N2)N(C(=C1)C(N(C)C)=O)C1CCCC1 (5-[6-(7-Cyclopentyl-6-dimethylcarbamoyl-7H-pyrrolo[2,3-d]pyrimidin-2-ylamino)-pyridine-3-carbonyl]-(R,R)-2,5-diaza-bicyclo[2.2.1]heptane-2-carboxylic acid tert-butyl ester). Isolated yield 25.5%. RXN SMILES: [CH3:1][N:2]([CH3:20])[C:3]([C:5]1[N:14]([CH:15]2[CH2:19][CH2:18][CH2:17][CH2:16]2)[C:8]2[N:9]=[C:10](Cl)[N:11]=[CH:12][C:7]=2[CH:6]=1)=[O:4].[C:21]([O:25][C:26]([N:28]1[CH2:33][C@H:32]2[CH2:34][C@@H:29]1[CH2:30][N:31]2[C:35]([C:37]1[CH:38]=[N:39][C:40]([NH2:43])=[CH:41][CH:42]=1)=[O:36])=[O:27])([CH3:24])([CH3:23])[CH3:22]>>[C:21]([O:25][C:26]([N:28]1[CH2:33][C@H:32]2[CH2:34][C@@H:29]1[CH2:30][N:31]2[C:35]([C:37]1[CH:38]=[N:39][C:40]([NH:43][C:10]2[N:11]=[CH:12][C:7]3[CH:6]=[C:5]([C:3](=[O:4])[N:2]([CH3:20])[CH3:1])[N:14]([CH:15]4[CH2:19][CH2:18][CH2:17][CH2:16]4)[C:8]=3[N:9]=2)=[CH:41][CH:42]=1)=[O:36])=[O:27])([CH3:24])([CH3:22])[CH3:23]. Reported procedure: Following general N—C coupling procedure 1, 2-Chloro-7-cyclopentyl-7H-pyrrolo[2,3-d]pyrimidine-6-carboxylic acid dimethylamide (200 mg, 0.683 mmol, 1.0 eq) was combined with 5-(6-Amino-pyridine-3-carbonyl)-(R,R)-2,5-diaza-bicyclo[2.2.1]heptane-2-carboxylic acid tert-butyl ester (217 mg, 0.683 mmol, 1.0 eq) which gave 5-[6-(7-Cyclopentyl-6-dimethylcarbamoyl-7H-pyrrolo[2,3-d]pyrimidin-2-ylamino)-pyridine-3-carbonyl]-(R,R)-2,5-diaza-bicyclo[2.2.1]heptane-2-carboxylic acid tert-butyl ester (100 mg) ... The reactants are ClC=1C(=C(C=CC1)NC1=NC=NC2=CC(=C(C=C12)CNCCN1CCCC1)OC)F (N-(3-Chloro-2-fluorophenyl)-7-methoxy-6-{[(2-pyrrolidin-1-ylethyl)amino]methyl}quinazolin-4-amine), CCOC(=O)[C@@H](C)OS(=O)(=O)C(F)(F)F (ethyl O-trifluoromethanesulfonyl-D-lactate). Product: ClC=1C(=C(C=CC1)NC1=NC=NC2=CC(=C(C=C12)CN([C@@H](C)C(=O)O)CCN1CCCC1)OC)F (N-({4-[(3-chloro-2-fluorophenyl)amino]-7-methoxyquinazolin-6-yl}methyl)-N-(2-pyrrolidin-1-ylethyl)-L-alanine). As a reaction SMILES: [Cl:1][C:2]1[C:3]([F:30])=[C:4]([NH:8][C:9]2[C:18]3[C:13](=[CH:14][C:15]([O:28][CH3:29])=[C:16]([CH2:19][NH:20][CH2:21][CH2:22][N:23]4[CH2:27][CH2:26][CH2:25][CH2:24]4)[CH:17]=3)[N:12]=[CH:11][N:10]=2)[CH:5]=[CH:6][CH:7]=1.CC[O:33][C:34]([C@H:36](OS(C(F)(F)F)(=O)=O)[CH3:37])=[O:35]>>[Cl:1][C:2]1[C:3]([F:30])=[C:4]([NH:8][C:9]2[C:18]3[C:13](=[CH:14][C:15]([O:28][CH3:29])=[C:16]([CH2:19][N:20]([CH2:21][CH2:22][N:23]4[CH2:24][CH2:25][CH2:26][CH2:27]4)[C@H:36]([C:34]([OH:35])=[O:33])[CH3:37])[CH:17]=3)[N:12]=[CH:11][N:10]=2)[CH:5]=[CH:6][CH:7]=1. Reported procedure: N-(3-Chloro-2-fluorophenyl)-7-methoxy-6-{[(2-pyrrolidin-1-ylethyl)amino]methyl}quinazolin-4-amine was coupled with ethyl O-trifluoromethanesulfonyl-D-lactate and hydrolysed using analogous methods to those described for the equivalent steps in Example 46 to give N-({4-[(3-chloro-2-fluorophenyl)amino]-7-methoxyquinazolin-6-yl}methyl)-N-(2-pyrrolidin-1-ylethyl)-L-alanine; 1H NMR Spectrum: (DMSO-d6) 1.27 (d, 3H); 1.83 (m, 4H); 2.86 (m, 8H); 3.44 (q, 1H); 3.84 (d, 1H); 3.94 (d, 1H); 4.01 (s, 3H); 7....